This data is from the Open Reaction Database (ORD), a public repository of structured organic reaction records. The task is: describe an organic reaction: reactants, conditions, products, and yield Starting materials: ClCCl, Fc1ccccc1C1=NCc2c[nH]cc2-c2ccc(Cl)cc21, O=C(Cl)C(Cl)(Cl)Cl. Yields the product O=C(c1[nH]cc2c1CN=C(c1ccccc1F)c1cc(Cl)ccc1-2)C(Cl)(Cl)Cl. As a reaction SMILES: [CH2:30]([Cl:31])[Cl:32].[Cl:1][c:2]1[cH:3][c:4]2[c:5]([cH:21][cH:22]1)-[c:6]1[c:7]([cH:18][nH:19][cH:20]1)[CH2:8][N:9]=[C:10]2[c:11]1[c:12]([F:17])[cH:13][cH:14][cH:15][cH:16]1.[Cl:23][C:24]([C:25](=[O:26])[Cl:27])([Cl:28])[Cl:29]>>[Cl:1][c:2]1[cH:3][c:4]2[c:5]([cH:21][cH:22]1)-[c:6]1[c:7]([c:18]([C:25]([C:24]([Cl:23])([Cl:28])[Cl:29])=[O:26])[nH:19][cH:20]1)[CH2:8][N:9]=[C:10]2[c:11]1[c:12]([F:17])[cH:13][cH:14][cH:15][cH:16]1. Reactants: C(C1=CC=CC=C1)OC([C@@H](NC([C@H](NC(C(C1N(CCC1)C(=O)OC(C)(C)C)O)=O)CC(C)C)=O)C(C)C)=O ([2-Hydroxy-2-(N-t-butyloxycarbonylpyrrolidin-2-yl)acetyl]-D-leucylvaline benzyl ester), Cl.O1CCOCC1 (hydrochloric acid dioxane). Run in ClCCl (dichloromethane). Yields the product Cl.C(C1=CC=CC=C1)OC([C@@H](NC([C@@H](N)CC(C)C)=O)C(C)C)=O (leucylvaline benzyl ester hydrochloride). As a reaction SMILES: [CH2:1]([O:8][C:9](=[O:39])[C@H:10]([CH:36]([CH3:38])[CH3:37])[NH:11][C:12](=[O:35])[C@@H:13]([CH2:31][CH:32]([CH3:34])[CH3:33])[NH:14]C(=O)C(O)C1CCCN1C(OC(C)(C)C)=O)[C:2]1[CH:7]=[CH:6][CH:5]=[CH:4][CH:3]=1.[ClH:40].O1CCOCC1>ClCCl>[ClH:40].[CH2:1]([O:8][C:9](=[O:39])[C@H:10]([CH:36]([CH3:38])[CH3:37])[NH:11][C:12](=[O:35])[C@H:13]([CH2:31][CH:32]([CH3:33])[CH3:34])[NH2:14])[C:2]1[CH:3]=[CH:4][CH:5]=[CH:6][CH:7]=1 |f:1.2,4.5|. Procedure: [2-Hydroxy-2-(N-t-butyloxycarbonylpyrrolidin-2-yl)acetyl]-D-leucylvaline benzyl ester (200 mg) was added to dry dichloromethane (1 ml) and 4N hydrochloric acid/dioxane (1 ml) was added to the solution under cooling with ice to conduct a reaction at room temperature for 1.5 h. The reaction liquid was concentrated under reduced pressure and the residue was washed with n-hexane and dried to give 2-hydroxy-2-(pyrrolidin-2-yl)acetyl]-D-leucylvaline benzyl ester hydrochloride. As a reaction SMILES: [C:8]([O:9][CH2:12][CH:13]([OH:14])[CH3:15])(=[O:10])[CH3:11].[NH2:1][c:2]1[cH:3][cH:4][n:5][cH:6][cH:7]1.[NH:16]=[C:17]=[NH:18].[OH2:19]>>[NH2:1][c:2]1[cH:3][c:4]([CH2:12][CH:13]([OH:14])[CH3:15])[n:5][cH:6][cH:7]1. Reactants: CC(=O)OCC(C)O, Nc1ccncc1, N=C=N, O. Yields the product CC(O)Cc1cc(N)ccn1. RXN SMILES: [BH4-:11].[CH3:13][OH:14].[CH3:1][C:2]1([CH3:10])[C:3](=[O:9])[C:4]([CH3:7])([CH3:8])[CH2:5][CH2:6]1.[Na+:12].[OH2:15]>>[CH3:1][C:2]1([CH3:10])[CH:3]([OH:9])[C:4]([CH3:7])([CH3:8])[CH2:5][CH2:6]1. Starting materials: [BH4-], CO, CC1(C)CCC(C)(C)C1=O, [Na+], O. Product: CC1(C)CCC(C)(C)C1O. Reactants: Cl.FC1=CC2=C(C(=NO2)C2CCNCC2)C=C1 (6-fluoro-3(4-piperidinyl)-1,2 benzisoxazole hydrochloride), C(=O)([O-])[O-].[K+].[K+] (K2CO3), BrCCCOC1=CC(=C(C=C1)C(C)=O)C (1-[4-(3bromopropoxy)-2-methylphenyl]-ethanone). Solvent: CN(C=O)C (dimethylformamide), C(C)#N (acetonitrile). Reaction conditions: temperature 120 celsius. Product: FC1=CC2=C(C(=NO2)C2CCN(CC2)CCCOC2=CC(=C(C=C2)C(C)=O)C)C=C1 (1-[4-[3-[4-(6-Fluoro-1,2-benzisoxazol-3-yl)-1-piperidinyl]propoxy]-2-methylphenyl]-ethanone). Yield: 39.8%. As a reaction SMILES: Cl.[F:2][C:3]1[CH:17]=[CH:16][C:6]2[C:7]([CH:10]3[CH2:15][CH2:14][NH:13][CH2:12][CH2:11]3)=[N:8][O:9][C:5]=2[CH:4]=1.C([O-])([O-])=O.[K+].[K+].Br[CH2:25][CH2:26][CH2:27][O:28][C:29]1[CH:34]=[CH:33][C:32]([C:35](=[O:37])[CH3:36])=[C:31]([CH3:38])[CH:30]=1>CN(C)C=O.C(#N)C>[F:2][C:3]1[CH:17]=[CH:16][C:6]2[C:7]([CH:10]3[CH2:11][CH2:12][N:13]([CH2:25][CH2:26][CH2:27][O:28][C:29]4[CH:34]=[CH:33][C:32]([C:35](=[O:37])[CH3:36])=[C:31]([CH3:38])[CH:30]=4)[CH2:14][CH2:15]3)=[N:8][O:9][C:5]=2[CH:4]=1 |f:0.1,2.3.4|. Procedure: A stirred mixture of 6-fluoro-3(4-piperidinyl)-1,2 benzisoxazole hydrochloride (5.5 g, 21.6 mmol), K2CO3 (3.5 g), 1-[4-(3bromopropoxy)-2-methylphenyl]-ethanone (4.83 g, 17.8 mmol) in dimethylformamide (25 ml) and acetonitrile (75 ml) was heated at 120° C. for 5 hours. At the end of the reaction, the solvent was removed and the residue was extracted into dichloromethane (300 ml) and the solution was washed with water and brine. The organic solution was dried and evaporated to a crude oil. The pur... The reactants are solution, C(CCC)[Li] (n-butyllithium), CN(C=O)C (N,N-dimethylformamide), ClC1=CC=C(C=C1)C=1OC=C(N1)COCOC (2-(4-Chlorophenyl)-4-[(methoxymethoxy)methyl]-1,3-oxazole), O (water). Run in CCCCCC (hexane), C(C)OCC (diethyl ether). Reaction conditions: temperature -78 celsius, time 1 hour. The product is ClC1=CC=C(C=C1)C=1OC(=C(N1)COCOC)C=O (2-(4-Chlorophenyl)-4-[(methoxymethoxy)methyl]-1,3-oxazole-5-carbaldehyde). Reaction SMILES: [Cl:1][C:2]1[CH:7]=[CH:6][C:5]([C:8]2[O:9][CH:10]=[C:11]([CH2:13][O:14][CH2:15][O:16][CH3:17])[N:12]=2)=[CH:4][CH:3]=1.C([Li])CCC.CN(C)[CH:25]=[O:26].O>C(OCC)C.CCCCCC>[Cl:1][C:2]1[CH:3]=[CH:4][C:5]([C:8]2[O:9][C:10]([CH:25]=[O:26])=[C:11]([CH2:13][O:14][CH2:15][O:16][CH3:17])[N:12]=2)=[CH:6][CH:7]=1. Reported procedure: 200 mg (0.91 mmol) of the crude product from Example 40A are initially charged in 3.5 ml of dry diethyl ether and cooled to −78° C. 0.63 ml (1.00 mmol) of a 1.6 M solution of n-butyllithium in hexane are slowly added dropwise. The reaction mixture is stirred at −78° C. for 1 h. 0.21 ml (2.74 mmol) of N,N-dimethylformamide is then slowly added dropwise. The mixture is allowed to warm to RT and stirred at RT for another 1 h. The mixture is then poured into about 3 ml of water. The mixture is extra... Run in CCO (EtOH). Procedure details: (3-Bromo-imidazo[1,2-a]pyrazin-8-yl)-methyl-amine was prepared by a process analogous to that described in Example 2 starting from 3-bromo-8-chloro-imidazo[1,2-a]pyrazine and excess methylamine (33% weight in EtOH) at room temperature in EtOH. Product: BrC1=CN=C2N1C=CN=C2NC ((3-Bromo-imidazo[1,2-a]pyrazin-8-yl)-methyl-amine). Starting materials: BrC1=CN=C2N1C=CN=C2Cl (3-bromo-8-chloro-imidazo[1,2-a]pyrazine), CN (methylamine). Reaction SMILES: [Br:1][C:2]1[N:6]2[CH:7]=[CH:8][N:9]=[C:10](Cl)[C:5]2=[N:4][CH:3]=1.[CH3:12][NH2:13]>CCO>[Br:1][C:2]1[N:6]2[CH:7]=[CH:8][N:9]=[C:10]([NH:13][CH3:12])[C:5]2=[N:4][CH:3]=1. The reactants are COC1=CC=C(C=O)C=C1 (p-methoxybenzaldehyde), N1C(=O)NC(=O)C1 (hydantoin), C(O)CN (monoethanolamine). The solvent is O (water). Product: COC1=CC=C(C=C2C(NC(N2)=O)=O)C=C1 (5-(4'-Methoxybenzal) hydantoin). Yield: 85.5%. As a reaction SMILES: [CH3:1][O:2][C:3]1[CH:10]=[CH:9][C:6]([CH:7]=O)=[CH:5][CH:4]=1.[NH:11]1[CH2:17][C:15](=[O:16])[NH:14][C:12]1=[O:13].C(CN)O>O>[CH3:1][O:2][C:3]1[CH:10]=[CH:9][C:6]([CH:7]=[C:17]2[NH:11][C:12](=[O:13])[NH:14][C:15]2=[O:16])=[CH:5][CH:4]=1. Procedure: A mixture of p-methoxybenzaldehyde (2.00 g., 14.7 mmoles) and hydantoin (1.47 g., 1 molar ratio) in water (12 ml) was heated to 70°; monoethanolamine (1.35 g., 1.5 molar ratio) was then added. The mixture was stirred magnetically and heated in an oil bath at 90°-92° for 4 hours. Usual workup furnished the title compound as a pale yellow solid (2.74 g.), m.p. 250°-252°. The reactants are BrBr (bromine), [Cl-].[Al+3].[Cl-].[Cl-] (aluminum chloride), ice, C(CCCCC)(=O)C1=CC=CC=C1 (n-hexanophenone). Solvent: CCOCC (ether). The product is BrC(C(=O)C1=CC=CC=C1)CCCC (α-bromo-n-hexanophenone). As a reaction SMILES: [Cl-].[Al+3].[Cl-].[Cl-].[C:5]([C:12]1[CH:17]=[CH:16][CH:15]=[CH:14][CH:13]=1)(=[O:11])[CH2:6][CH2:7][CH2:8][CH2:9][CH3:10].[Br:18]Br>CCOCC>[Br:18][CH:6]([CH2:7][CH2:8][CH2:9][CH3:10])[C:5]([C:12]1[CH:13]=[CH:14][CH:15]=[CH:16][CH:17]=1)=[O:11] |f:0.1.2.3|. Procedure details: Anhydrous aluminum chloride (0.120 g.) is added to an ice-cooled solution of n-hexanophenone (21.1 g.) in anhydrous ether (20 ml.). The mixture is stirred and ice-cooled to a temperature below 10° C. during the dropwise addition of bromine (6.0 ml.) during 1 hour. The mixture is evaporated and the residual oil dissolved in ether (100 ml.). The solution obtained is washed first with a saturated aqueous solution of sodium thiosulphate (3× 30 ml.) and then with water. After drying (sodium sulphate)... Reactants: NC(C1=CC=CC=C1)=C(C(=O)NC)C(CC(C1=CC=CC=C1)O)=O (2-(α-aminobenzylidene)-5-hydroxy-N-methyl-3-oxo-5-phenylvaleramide), Cl (hydrochloric acid), CCOCC (Ether). The solvent is C(C)O (ethanol). Reaction conditions: time 1.5 hour. Product: C1(=CC=CC=C1)C=1OC(CC(C1C(=O)NC)=O)C1=CC=CC=C1 (5,6-dihydro-2,6-diphenyl-N-methyl-4-oxo-4H-pyran-3-carboxamide). As a reaction SMILES: N[C:2](=[C:9]([C:14](=[O:24])[CH2:15][CH:16]([OH:23])[C:17]1[CH:22]=[CH:21][CH:20]=[CH:19][CH:18]=1)[C:10]([NH:12][CH3:13])=[O:11])[C:3]1[CH:8]=[CH:7][CH:6]=[CH:5][CH:4]=1.Cl.CCOCC>C(O)C>[C:3]1([C:2]2[O:23][CH:16]([C:17]3[CH:22]=[CH:21][CH:20]=[CH:19][CH:18]=3)[CH2:15][C:14](=[O:24])[C:9]=2[C:10]([NH:12][CH3:13])=[O:11])[CH:8]=[CH:7][CH:6]=[CH:5][CH:4]=1. Procedure details: A solution of 21.4 grams (0.066 mole) of 2-(α-aminobenzylidene)-5-hydroxy-N-methyl-3-oxo-5-phenylvaleramide in 220 milliliters of ethanol is treated by dropwise addition with 10 milliliters of concentrated hydrochloric acid. The resulting suspension is stirred for 1.5 hours at room temperature. Ether is then added, and the mixture is filtered. The resulting solid is triturated thoroughly with hot methanol to give 5,6-dihydro-2,6-diphenyl-N-methyl-4-oxo-4H-pyran-3-carboxamide, m.p. 212° C. - 214°...